This data is from the Open Reaction Database (ORD), a public repository of structured organic reaction records. The task is: describe an organic reaction: reactants, conditions, products, and yield The reactants are [H-].[Na+] (sodium hydride), C(CC(=O)OCC)(=O)OCC (diethyl malonate), C(C1=CC=CC=C1)N1C(OC(C2=C1N=CC=C2)=O)=O (1-benzyl-2H-pyrido[2,3-d][1,3]oxazine-2,4(1H)-dione). Solvent: CC(=O)N(C)C (dimethylacetamide). Reaction conditions: time 1 hour. Product: C(C1=CC=CC=C1)N1C(C(=C(C2=CC=CN=C12)O)C(=O)OCC)=O (ethyl 1-benzyl-4-hydroxy-2-oxo-1,2-dihydro-1,8-naphthyridine-3-carboxylate). The yield is 68.7%. Reaction SMILES: [H-].[Na+].[C:3]([O:11][CH2:12][CH3:13])(=[O:10])[CH2:4][C:5]([O:7]CC)=O.[CH2:14]([N:21]1[C:26]2[N:27]=[CH:28][CH:29]=[CH:30][C:25]=2C(=O)[O:23][C:22]1=O)[C:15]1[CH:20]=[CH:19][CH:18]=[CH:17][CH:16]=1>CC(N(C)C)=O>[CH2:14]([N:21]1[C:26]2[C:25](=[CH:30][CH:29]=[CH:28][N:27]=2)[C:5]([OH:7])=[C:4]([C:3]([O:11][CH2:12][CH3:13])=[O:10])[C:22]1=[O:23])[C:15]1[CH:16]=[CH:17][CH:18]=[CH:19][CH:20]=1 |f:0.1|. Reported procedure: To a slurry of sodium hydride (60%, 0.118 g, 2.95 mmol) in anhydrous dimethylacetamide (6 mL) at 0° C. under N2 was added diethyl malonate (0.472 g, 2.95 mmol) dropwise over 5 minutes. The mixture was stirred at ambient temperature for 1 hour, reacted with the product of Example 15A (0.50 g, 1.97 mmol), and heated at 120° C. for 3 hours. The mixture was cooled to ambient temperature and partitioned between ethyl acetate and cold water, and adjusted to pH to 5 with 1 M HCl. The aqueous layer was ... The reactants are ClCC(COC=1C=C(C=O)C=CC1)O (3-(3-Chloro-2-hydroxypropoxy)benzaldehyde), C1(C=2C(C(N1)=O)=CC=CC2)=O.[K] (potassium phthalimide). The solvent is CN(C=O)C (N,N-dimethylformamide), CCOCC (ether). Product: C1(C=2C(C(N1CC(COC=1C=C(C=O)C=CC1)O)=O)=CC=CC2)=O (3-(3-Phthalimido-2-hydroxypropoxy)benzaldehyde). As a reaction SMILES: Cl[CH2:2][CH:3]([OH:14])[CH2:4][O:5][C:6]1[CH:7]=[C:8]([CH:11]=[CH:12][CH:13]=1)[CH:9]=[O:10].[C:15]1(=[O:25])[NH:19][C:18](=[O:20])[C:17]2=[CH:21][CH:22]=[CH:23][CH:24]=[C:16]12.[K]>CN(C)C=O.CCOCC>[C:15]1(=[O:25])[N:19]([CH2:2][CH:3]([OH:14])[CH2:4][O:5][C:6]2[CH:7]=[C:8]([CH:11]=[CH:12][CH:13]=2)[CH:9]=[O:10])[C:18](=[O:20])[C:17]2=[CH:21][CH:22]=[CH:23][CH:24]=[C:16]12 |f:1.2,^1:25|. Procedure details: The distilled product from Example 1 (21.1 g, 0.098 mol) and potassium phthalimide (37 g, 0.20 mol) are dissolved in 100 ml of N,N-dimethylformamide and the mixture is heated 22 hours on a steam bath under N2. The mixture is cooled, diluted with 200 ml of ether and filtered. The filtrate is concentrated to remove ether and diluted to 500 ml with water to give the crystalline title product, 30.8 g, mp 122°-126°.